This data is from the Open Reaction Database (ORD), a public repository of structured organic reaction records. The task is: describe an organic reaction: reactants, conditions, products, and yield Starting materials: COCCO[Al+]OCCOC, [H-], [H-], [Na+], C1CCOC1, COc1ccccc1CNC(=O)C(Cc1c[nH]c2ccccc12)NC(c1ccccc1)(c1ccccc1)c1ccccc1. Product: COc1ccccc1CNCC(Cc1c[nH]c2ccccc12)NC(c1ccccc1)(c1ccccc1)c1ccccc1. RXN SMILES: [CH3:2][O:3][CH2:4][CH2:5][O:6][Al+:7][O:8][CH2:9][CH2:10][O:11][CH3:12].[H-:14].[H-:1].[Na+:13].[O:58]1[CH2:59][CH2:60][CH2:61][CH2:62]1.[nH:15]1[cH:16][c:17]([CH2:24][CH:25]([C:26](=[O:27])[NH:28][CH2:29][c:30]2[c:31]([O:36][CH3:37])[cH:32][cH:33][cH:34][cH:35]2)[NH:38][C:39]([c:40]2[cH:41][cH:42][cH:43][cH:44][cH:45]2)([c:46]2[cH:47][cH:48][cH:49][cH:50][cH:51]2)[c:52]2[cH:53][cH:54][cH:55][cH:56][cH:57]2)[c:18]2[cH:19][cH:20][cH:21][cH:22][c:23]12>>[nH:15]1[cH:16][c:17]([CH2:24][CH:25]([CH2:26][NH:28][CH2:29][c:30]2[c:31]([O:36][CH3:37])[cH:32][cH:33][cH:34][cH:35]2)[NH:38][C:39]([c:40]2[cH:41][cH:42][cH:43][cH:44][cH:45]2)([c:46]2[cH:47][cH:48][cH:49][cH:50][cH:51]2)[c:52]2[cH:53][cH:54][cH:55][cH:56][cH:57]2)[c:18]2[cH:19][cH:20][cH:21][cH:22][c:23]12. Starting materials: [OH-].[Na+] (sodium hydroxide), ClC=1C(=C2N=C(C(=NC2=CC1Cl)OC)OC)N(S(=O)(=O)C)S(=O)(=O)C (6,7-dichloro-5-di(methanesulphonyl)amino-2,3-dimethoxy-quinoxaline), Cl (hydrochloric acid). Reported procedure: Aqueous sodium hydroxide (1M, 145 ml, 145 mmol) was added to a suspension of 6,7-dichloro-5-di(methanesulphonyl)amino-2,3-dimethoxy-quinoxaline (12.28 g, 28.6 mmol) and the mixture was stirred at room temperature for 16 hours. The resulting orange solution was treated with 2M hydrochloric acid (to pH 3) and the solid which precipitated was filtered off, washed with water and ether, and dried under reduced pressure at 80° C. to give N-(6,7-dichloro-2,3-dimethoxyquinoxalin-5-yl)methanesulphonamide... Conditions: time 16 hour. Product: ClC=1C(=C2N=C(C(=NC2=CC1Cl)OC)OC)NS(=O)(=O)C (N-(6,7-dichloro-2,3-dimethoxyquinoxalin-5-yl)methanesulphonamide). RXN SMILES: [OH-].[Na+].[Cl:3][C:4]1[C:5]([N:19](S(C)(=O)=O)[S:20]([CH3:23])(=[O:22])=[O:21])=[C:6]2[C:11](=[CH:12][C:13]=1[Cl:14])[N:10]=[C:9]([O:15][CH3:16])[C:8]([O:17][CH3:18])=[N:7]2.Cl>>[Cl:3][C:4]1[C:5]([NH:19][S:20]([CH3:23])(=[O:22])=[O:21])=[C:6]2[C:11](=[CH:12][C:13]=1[Cl:14])[N:10]=[C:9]([O:15][CH3:16])[C:8]([O:17][CH3:18])=[N:7]2 |f:0.1|. The yield is 84.0%. The reactants are CC(C)(C)c1cccc2c1CCC(O)(CO)C2O[SiH](c1ccccc1)c1ccccc1, O=C(Cl)N(c1ccccc1)c1ccccc1, c1ccncc1. Product: CC(C)(C)c1cccc2c1CCC(O)(COC(=O)N(c1ccccc1)c1ccccc1)C2O[SiH](c1ccccc1)c1ccccc1. RXN SMILES: [OH:1][C:2]1([CH2:30][OH:31])[CH:3]([O:16][SiH:17]([c:18]2[cH:19][cH:20][cH:21][cH:22][cH:23]2)[c:24]2[cH:25][cH:26][cH:27][cH:28][cH:29]2)[c:4]2[cH:5][cH:6][cH:7][c:8]([C:12]([CH3:13])([CH3:14])[CH3:15])[c:9]2[CH2:10][CH2:11]1.[c:32]1([N:38]([C:39](=[O:40])[Cl:41])[c:42]2[cH:43][cH:44][cH:45][cH:46][cH:47]2)[cH:33][cH:34][cH:35][cH:36][cH:37]1.[cH:48]1[cH:49][cH:50][n:51][cH:52][cH:53]1>>[OH:1][C:2]1([CH2:30][O:31][C:39]([N:38]([c:32]2[cH:33][cH:34][cH:35][cH:36][cH:37]2)[c:42]2[cH:43][cH:44][cH:45][cH:46][cH:47]2)=[O:40])[CH:3]([O:16][SiH:17]([c:18]2[cH:19][cH:20][cH:21][cH:22][cH:23]2)[c:24]2[cH:25][cH:26][cH:27][cH:28][cH:29]2)[c:4]2[cH:5][cH:6][cH:7][c:8]([C:12]([CH3:13])([CH3:14])[CH3:15])[c:9]2[CH2:10][CH2:11]1. Starting materials: I/C=C/C1=C(C=CC=C1)C1=CC=C(C=C1)Cl (2-((E)-2-iodovinyl)-4'-chlorobiphenyl), C(#C)C1=CC=C(C(=O)OC)C=C1 (methyl 4-ethynylbenzoate). Product: ClC1=CC=C(C=C1)C1=C(C=CC=C1)C=CC#CC1=CC=C(C(=O)O)C=C1 (4-[4-(4'-Chlorobiphenyl-2-yl)but-3-en-1-ynyl]benzoic acid). Isolated yield 42.2%. As a reaction SMILES: I/[CH:2]=[CH:3]/[C:4]1[CH:9]=[CH:8][CH:7]=[CH:6][C:5]=1[C:10]1[CH:15]=[CH:14][C:13]([Cl:16])=[CH:12][CH:11]=1.[C:17]([C:19]1[CH:28]=[CH:27][C:22]([C:23]([O:25]C)=[O:24])=[CH:21][CH:20]=1)#[CH:18]>>[Cl:16][C:13]1[CH:14]=[CH:15][C:10]([C:5]2[CH:6]=[CH:7][CH:8]=[CH:9][C:4]=2[CH:3]=[CH:2][C:18]#[C:17][C:19]2[CH:28]=[CH:27][C:22]([C:23]([OH:25])=[O:24])=[CH:21][CH:20]=2)=[CH:11][CH:12]=1. Procedure: In a similar manner to that of Example 1(e), by reaction of 2.40 g (7.0 mmol) of 2-((E)-2-iodovinyl)-4'-chlorobiphenyl obtained in Example 23(b) with 1.03 g (6.4 mmol) of methyl 4-ethynylbenzoate, 970 mg (41%) of the expected compound are obtained in the form of a pale yellow solid with a melting point of 135° C. Run in O (water). Procedure: t-Amylbenzene (60 g), 39.5 g of potassium iodate, 81 g of acetic anhydride and 170 ml of dichloromethane were mixed, and 66.8 g of concentrated sulfuric acid was slowly added dropwise thereto under ice cooling. After stirring for 2 hours under ice cooling, the mixture was stirred at room temperature for 10 hours. Then, 500 ml of water was added to the reaction solution under ice cooling, and the resulting solution was extracted with dichloromethane. The organic phase was washed with sodium hydro... As a reaction SMILES: [F:1][C:2]1[C:7]([S:8]([O-:11])(=[O:10])=[O:9])=[C:6]([F:12])[C:5]([F:13])=[C:4]([F:14])[C:3]=1[F:15].C[N+](C)(C)C.S([O-])([O-])(=O)=O.[C:26]([C:31]1[CH:36]=[CH:35][C:34]([IH+:37])=[CH:33][CH:32]=1)([CH2:29][CH3:30])([CH3:28])[CH3:27].[C:38]([C:43]1[CH:48]=[CH:47][C:46]([IH+])=[CH:45][CH:44]=1)([CH2:41][CH3:42])([CH3:40])[CH3:39]>O>[F:1][C:2]1[C:7]([S:8]([O-:11])(=[O:10])=[O:9])=[C:6]([F:12])[C:5]([F:13])=[C:4]([F:14])[C:3]=1[F:15].[C:26]([C:31]1[CH:32]=[CH:33][C:34]([I+:37][C:46]2[CH:45]=[CH:44][C:43]([C:38]([CH2:41][CH3:42])([CH3:39])[CH3:40])=[CH:48][CH:47]=2)=[CH:35][CH:36]=1)([CH2:29][CH3:30])([CH3:27])[CH3:28] |f:0.1,2.3.4,6.7|. Reactants: FC1=C(C(=C(C(=C1S(=O)(=O)[O-])F)F)F)F.C[N+](C)(C)C (tetramethylammonium pentafluorobenzenesulfonate), S(=O)(=O)([O-])[O-].C(C)(C)(CC)C1=CC=C(C=C1)[IH+].C(C)(C)(CC)C1=CC=C(C=C1)[IH+] (4-t-amylphenyliodonium sulfate). Yields the product FC1=C(C(=C(C(=C1S(=O)(=O)[O-])F)F)F)F.C(C)(C)(CC)C1=CC=C(C=C1)[I+]C1=CC=C(C=C1)C(C)(C)CC (di(4-t-amylphenyl)iodonium penta-fluorobenzenesulfonate). Reactants: ClC=1C=CC(=C(COCC(=O)O)C1)OCC(=O)N1[C@@H](CN([C@H](C1)C)CC1=CC=C(C=C1)F)C ((5-chloro-2-{2-[4-(4-fluoro-benzyl)-(2R,5S)-2,5-dimethyl-piperazin-1-yl]-2-oxo-ethoxy}-benzyloxy)-acetic acid), C1(CCCCC1)N=C=NC1CCCCC1 (1,3-dicyclohexylcarbodiimide), CS(=O)(=O)N (methanesulfonamide). Reagents/catalysts: CN(C1=CC=NC=C1)C (4-dimethylaminopyridine). The solvent is ClCCl (dichloromethane). Conditions: time 20 minute. Product: ClC=1C=CC(=C(COC(S(=O)(=O)N)C(C)=O)C1)OCC(=O)N1[C@@H](CN([C@H](C1)C)CC1=CC=C(C=C1)F)C ((5-Chloro-2-{2-[4-(4-fluoro-benzyl)-(2R,5S)-2,5-dimethyl-piperazin-1-yl]-2-oxo-ethoxy}-benzyloxy)-acetyl methanesulfonamide). Yield: 36.8%. Reaction SMILES: [Cl:1][C:2]1[CH:3]=[CH:4][C:5]([O:14][CH2:15][C:16]([N:18]2[CH2:23][C@H:22]([CH3:24])[N:21]([CH2:25][C:26]3[CH:31]=[CH:30][C:29]([F:32])=[CH:28][CH:27]=3)[CH2:20][C@H:19]2[CH3:33])=[O:17])=[C:6]([CH:13]=1)[CH2:7][O:8][CH2:9][C:10](O)=[O:11].[CH:34]1(N=C=NC2CCCCC2)CCCCC1.C[S:50]([NH2:53])(=[O:52])=[O:51]>ClCCl.CN(C)C1C=CN=CC=1>[Cl:1][C:2]1[CH:3]=[CH:4][C:5]([O:14][CH2:15][C:16]([N:18]2[CH2:23][C@H:22]([CH3:24])[N:21]([CH2:25][C:26]3[CH:27]=[CH:28][C:29]([F:32])=[CH:30][CH:31]=3)[CH2:20][C@H:19]2[CH3:33])=[O:17])=[C:6]([CH:13]=1)[CH2:7][O:8][CH:9]([C:10](=[O:11])[CH3:34])[S:50]([NH2:53])(=[O:52])=[O:51]. Procedure: To a solution of (5-chloro-2-{2-[4-(4-fluoro-benzyl)-(2R,5S)-2,5-dimethyl-piperazin-1-yl]-2-oxo-ethoxy}-benzyloxy)-acetic acid (0.11 g, 0.22 mmol) in dichloromethane (10 mL) was added 4-dimethylaminopyridine (0.04 g, 0.33 mmol) and 1,3-dicyclohexylcarbodiimide (0.049 g, 0.24 mmol). The resulting reaction mixture was stirred at ambient temperature for 20 minutes and then treated with methanesulfonamide (0.025 g, 0.26 mmol). The reaction was stirred at ambient temperature for 18 hours, filtered th... The reactants are FC1=CC=C2CC[C@H](C2=C1)N ((1R)-6-fluoro-2,3-dihydro-1H-inden-1-amine), 3A-EtOH, C(C)(C)N(CC)C(C)C (diisopropylethylamine), ClC1=NC(=CC=C1[N+](=O)[O-])Cl (2,6-dichloro-3-nitropyridine). Conditions: time 8 hour. The product is ClC1=CC=C(C(=N1)N[C@@H]1CCC2=CC=C(C=C12)F)[N+](=O)[O-] (6-Chloro-N-[(1R)-6-fluoro-2,3-dihydro-1H-inden-1-yl]-3-nitropyridin-2-amine). Yield: 100.2%. RXN SMILES: [F:1][C:2]1[CH:10]=[C:9]2[C:5]([CH2:6][CH2:7][C@H:8]2[NH2:11])=[CH:4][CH:3]=1.C(N(C(C)C)CC)(C)C.Cl[C:22]1[C:27]([N+:28]([O-:30])=[O:29])=[CH:26][CH:25]=[C:24]([Cl:31])[N:23]=1>>[Cl:31][C:24]1[N:23]=[C:22]([NH:11][C@H:8]2[C:9]3[C:5](=[CH:4][CH:3]=[C:2]([F:1])[CH:10]=3)[CH2:6][CH2:7]2)[C:27]([N+:28]([O-:30])=[O:29])=[CH:26][CH:25]=1. Procedure: Purge a 12 L 3-necked flask with nitrogen, and then assemble thermocouple, heating mantle and condenser. Charge (1R)-6-fluoro-2,3-dihydro-1H-inden-1-amine (386 g, 2.55 mol) to the flask, add 3A-EtOH (3.9 L), diisopropylethylamine (1.34 L, 7.68 mol), and 2,6-dichloro-3-nitropyridine (643 g, 3.07 moles). Stir the reaction mixture at ambient temperature for eight hours followed by heating to 70° C. for 12 hours. Cool the reaction mixture to 8° C. over 1.25 h, then filter onto a polypropylene pad. W... Starting materials: solution, O1CCOC12C(CCCC2)C(=O)Cl (1,4-dioxa-spiro[4.5]decane-6-carbonyl chloride), C1(=CC=CC=C1)C (toluene), solution, CNC (dimethylamine), O (water). Run in C(C)(=O)OCC (ethyl acetate). Conditions: temperature 20 celsius, time 1 hour. Yields the product CN(C(=O)C1C2(OCCO2)CCCC1)C (1,4-Dioxa-spiro[4.5]decane-6-carboxylic acid dimethylamide). Isolated yield 32.0%. RXN SMILES: [O:1]1[C:5]2([CH2:10][CH2:9][CH2:8][CH2:7][CH:6]2[C:11](Cl)=[O:12])[O:4][CH2:3][CH2:2]1.C1(C)C=CC=CC=1.[CH3:21][NH:22][CH3:23].O>C(OCC)(=O)C>[CH3:21][N:22]([CH3:23])[C:11]([CH:6]1[CH2:7][CH2:8][CH2:9][CH2:10][C:5]21[O:4][CH2:3][CH2:2][O:1]2)=[O:12]. Procedure: To a 1 M solution of 1,4-dioxa-spiro[4.5]decane-6-carbonyl chloride in toluene (1 mL, 1 mmol) was added at 0° C. a 7.9 M solution of dimethylamine in water (1.27 mL, 10 mmol). The mixture was stirred at 20° C. for 1 h, then diluted with ethyl acetate (40 mL), and washed successively with water (10 mL), saturated aqueous sodium carbonate solution (10 mL), 1 N hydrochloric acid, and with brine (10 mL). The organic layer was dried over sodium sulfate and evaporated under reduced pressure to give th... The reactants are [Al+3], CC(=O)O, [H-], [H-], [H-], [H-], [Li+], C1CCOC1, O, CCOC(=O)c1cnc2ccccc2n1. The product is O=Cc1cnc2ccccc2n1. As a reaction SMILES: [Al+3:17].[CH3:22][C:23](=[O:24])[OH:25].[H-:16].[H-:19].[H-:20].[H-:21].[Li+:18].[O:26]1[CH2:27][CH2:28][CH2:29][CH2:30]1.[OH2:31].[n:1]1[c:2]([C:11](=[O:12])[O:13][CH2:14][CH3:15])[cH:3][n:4][c:5]2[cH:6][cH:7][cH:8][cH:9][c:10]12>>[n:1]1[c:2]([CH:11]=[O:12])[cH:3][n:4][c:5]2[cH:6][cH:7][cH:8][cH:9][c:10]12.